Dataset: the Open Reaction Database (ORD), a public repository of structured organic reaction records. Task: describe an organic reaction: reactants, conditions, products, and yield Reactants: FC(C=1C=C(C=CC1)NC(=O)C=1C=C2C(=NN=C(C2=CC1)NCC1=CC=CC=C1)I)(F)F (1-benzylamino-4-iodo-phthalazine-6-carboxylic acid (3-trifluoromethyl-phenyl)-amide). Reagents/catalysts: [Pd] (Pd/C). The solvent is CO (MeOH). Conditions: time 5 hour. Product: FC(C=1C=C(C=CC1)NC(=O)C=1C=C2C=NN=C(C2=CC1)NCC1=CC=CC=C1)(F)F (1-Benzylamino-phthalazine-6-carboxylic acid (3-trifluoromethyl-phenyl)-amide). Yield: 53.3%. RXN SMILES: [F:1][C:2]([F:32])([F:31])[C:3]1[CH:4]=[C:5]([NH:9][C:10]([C:12]2[CH:13]=[C:14]3[C:19](=[CH:20][CH:21]=2)[C:18]([NH:22][CH2:23][C:24]2[CH:29]=[CH:28][CH:27]=[CH:26][CH:25]=2)=[N:17][N:16]=[C:15]3I)=[O:11])[CH:6]=[CH:7][CH:8]=1>[Pd].CO>[F:32][C:2]([F:1])([F:31])[C:3]1[CH:4]=[C:5]([NH:9][C:10]([C:12]2[CH:13]=[C:14]3[C:19](=[CH:20][CH:21]=2)[C:18]([NH:22][CH2:23][C:24]2[CH:25]=[CH:26][CH:27]=[CH:28][CH:29]=2)=[N:17][N:16]=[CH:15]3)=[O:11])[CH:6]=[CH:7][CH:8]=1. Procedure details: A mixture of 1-benzylamino-4-iodo-phthalazine-6-carboxylic acid (3-trifluoromethyl-phenyl)-amide (24 mg, 0.04 mmol), MeOH (5 mL) and 10% wet Pd/C (catalytic) was evacuated and flushed (3×) with hydrogen. The mixture was stirred under hydrogen for 5 hours. The mixture was filtered through celite, rinsed with MeOH and concentrated under vacuum. Chromatography (hexanes/EtOAc) was used to obtain 1-Benzylamino-phthalazine-6-carboxylic acid (3-trifluoromethyl-phenyl)-amide (9 mg, 50%) as a solid, 1H-N... Starting materials: C(C)(C)(C)OC(=O)N1C[C@H]2CC3=CC=C(N=C3N2[C@@H](C1)C)CO ((4R,9aR)-6-Hydroxymethyl-4-methyl-3,4,9,9a-tetrahydro-1H-2,4a,5-triaza-fluorene-2-carboxylic acid tert-butyl ester). Reagents/catalysts: [O-2].[O-2].[Mn+4] (manganese dioxide). Run in ClCCl (dichloromethane). Yields the product C(C)(C)(C)OC(=O)N1C[C@H]2CC3=CC=C(N=C3N2[C@@H](C1)C)C=O ((4R,9aR)-6-Formyl-4-methyl-3,4,9,9a-tetrahydro-1H-2,4a,5-triaza-fluorene-2-carboxylic acid tert-butyl ester). Isolated yield 80.5%. Reaction SMILES: [C:1]([O:5][C:6]([N:8]1[CH2:20][C@@H:19]([CH3:21])[N:18]2[C@H:10]([CH2:11][C:12]3[C:17]2=[N:16][C:15]([CH2:22][OH:23])=[CH:14][CH:13]=3)[CH2:9]1)=[O:7])([CH3:4])([CH3:3])[CH3:2]>ClCCl.[O-2].[O-2].[Mn+4]>[C:1]([O:5][C:6]([N:8]1[CH2:20][C@@H:19]([CH3:21])[N:18]2[C@H:10]([CH2:11][C:12]3[C:17]2=[N:16][C:15]([CH:22]=[O:23])=[CH:14][CH:13]=3)[CH2:9]1)=[O:7])([CH3:3])([CH3:2])[CH3:4] |f:2.3.4|. Reported procedure: To a solution of 2.00 g (4R,9aR)-6-Hydroxymethyl-4-methyl-3,4,9,9a-tetrahydro-1H-2,4a,5-triaza-fluorene-2-carboxylic acid tert-butyl ester in 20 ml dichloromethane was added 6.00 g manganese dioxide in 3 portions of 2.00 g in intervals of 1 h at room temperature while stirring. The reaction mixture was stirred for 2 more hours at room temperature. The solids were removed by filtration over dicalite and the mother liquor was evaporated and the residue was purified by chromatography on silica gel ...